From a dataset of the Open Reaction Database (ORD), a public repository of structured organic reaction records. describe an organic reaction: reactants, conditions, products, and yield The reactants are F[B-](F)(F)F, CCN(C(C)C)C(C)C, Cl, Cl, C1CN2CCC(CC2)N1, CN(C)C=O, O, O=C(O)c1ccccn1, On1nnc2ccccc21, CN(C)C(On1nnc2ccccc21)=[N+](C)C. Yields the product O=C(c1ccccn1)N1CCN2CCC1CC2. As a reaction SMILES: [B-:41]([F:42])([F:43])([F:44])[F:45].[CH:21]([N:22]([CH:23]([CH3:24])[CH3:25])[CH2:26][CH3:27])([CH3:28])[CH3:29].[ClH:1].[ClH:2].[N:3]12[CH2:4][CH2:5][NH:6][CH:7]([CH2:8][CH2:9]1)[CH2:10][CH2:11]2.[O:63]=[CH:64][N:65]([CH3:66])[CH3:67].[OH2:30].[OH:12][C:13](=[O:14])[c:15]1[cH:16][cH:17][cH:18][cH:19][n:20]1.[OH:31][n:32]1[c:33]2[cH:34][cH:35][cH:36][cH:37][c:38]2[n:39][n:40]1.[n:46]1([O:47][C:48]([N:49]([CH3:50])[CH3:51])=[N+:52]([CH3:53])[CH3:54])[c:55]2[cH:56][cH:57][cH:58][cH:59][c:60]2[n:61][n:62]1>>[N:3]12[CH2:4][CH2:5][N:6]([C:13](=[O:12])[c:15]3[cH:16][cH:17][cH:18][cH:19][n:20]3)[CH:7]([CH2:8][CH2:9]1)[CH2:10][CH2:11]2. Reactants: CCO, Cl, Cl, Cc1ccc(F)cc1C1CC(=O)c2c(C)ccnc2C1, N=C(N)NN, O. Product: Cl, Cc1ccc(F)cc1C1CC(=NNC(=N)N)c2c(C)ccnc2C1. RXN SMILES: [CH3:29][CH2:30][OH:31].[ClH:21].[ClH:27].[F:1][c:2]1[cH:3][cH:4][c:5]([CH3:20])[c:6]([CH:8]2[CH2:9][C:10](=[O:19])[c:11]3[c:12]([CH3:18])[cH:13][cH:14][n:15][c:16]3[CH2:17]2)[cH:7]1.[NH2:22][NH:23][C:24](=[NH:25])[NH2:26].[OH2:28]>>[ClH:21].[F:1][c:2]1[cH:3][cH:4][c:5]([CH3:20])[c:6]([CH:8]2[CH2:9][C:10](=[N:22][NH:23][C:24](=[NH:25])[NH2:26])[c:11]3[c:12]([CH3:18])[cH:13][cH:14][n:15][c:16]3[CH2:17]2)[cH:7]1.